This data is from the Open Reaction Database (ORD), a public repository of structured organic reaction records. The task is: describe an organic reaction: reactants, conditions, products, and yield Starting materials: C(C)(=O)C(C(=O)OC)=C(C(F)(F)F)N (Methyl 2-acetyl-3-amino-4,4,4-trifluoro-2-butenoate), FC(C(=O)OCC)(F)F (ethyl trifluoroacetate), C(C)(C)NC(C)C (diisopropylamine), [Li]CCCC (n-BuLi). Run in O (H2O), C1CCOC1 (THF), O1CCCC1 (tetrahydrofuran), CCCCCC (hexane). Run at temperature -78 celsius, time 1 hour. Product: FC(C1=NC(=CC(=C1C(=O)OC)O)C(F)(F)F)(F)F (Methyl 2,6-bis(trifluoromethyl)-4-hydroxy-3-pyridinecarboxylate). Yield: 83.6%. As a reaction SMILES: C(NC(C)C)(C)C.[Li]CCCC.[C:13]([C:16](=[C:21]([NH2:26])[C:22]([F:25])([F:24])[F:23])[C:17]([O:19][CH3:20])=[O:18])(=[O:15])[CH3:14].[F:27][C:28]([F:35])([F:34])[C:29](OCC)=O>CCCCCC.C1COCC1.O>[F:23][C:22]([F:24])([F:25])[C:21]1[C:16]([C:17]([O:19][CH3:20])=[O:18])=[C:13]([OH:15])[CH:14]=[C:29]([C:28]([F:35])([F:34])[F:27])[N:26]=1. Procedure details: To a flame dried 3-liter, four-necked flask equipped with nitrogen inlet, low temperature thermometer, 500 ml addition funnel and mechanical stirrer is charged 147 ml (1.05 mol) of diisopropylamine and 600 ml of dry tetrahydrofuran. The resulting solution is cooled to -78° C. using an acetone-dry ice bath. To this is slowly added 618 ml (1.05 mol) of 1.7M n-BuLi in hexane at such a rate that the reaction temperature was kept below -60° C. After stirring at -78° C. for 1 hour, a solution of 106 g... The reactants are C(C1=CC=CC=C1)(=O)C1=CC=CC=C1 (Benzophenone), C1(=CC=C(C=C1)S(=O)(=O)NN)C (p-toluene sulphonylhydrazine). Run in C(C)O (ethanol). Yields the product C1(=CC=C(C=C1)S(=O)(=O)NN=C(C1=CC=CC=C1)C1=CC=CC=C1)C (benzophenone p-toluenesulphonylhydrazone). RXN SMILES: [C:1]([C:9]1[CH:14]=[CH:13][CH:12]=[CH:11][CH:10]=1)(=O)[C:2]1[CH:7]=[CH:6][CH:5]=[CH:4][CH:3]=1.[C:15]1([CH3:26])[CH:20]=[CH:19][C:18]([S:21]([NH:24][NH2:25])(=[O:23])=[O:22])=[CH:17][CH:16]=1>C(O)C>[C:15]1([CH3:26])[CH:16]=[CH:17][C:18]([S:21]([NH:24][N:25]=[C:1]([C:9]2[CH:14]=[CH:13][CH:12]=[CH:11][CH:10]=2)[C:2]2[CH:7]=[CH:6][CH:5]=[CH:4][CH:3]=2)(=[O:22])=[O:23])=[CH:19][CH:20]=1. Procedure details: Benzophenone (15.0 parts, 0.082M ex Fluka) was stirred at reflux with p-toluene sulphonylhydrazine (15.33 parts, 0.082M ex Aldrich) in ethanol (125 ml) for 10 hours. Gradually a pale yellow solution formed from which the hydrazone gradually precipitated. After cooling to 20° C., diethylether (20 ml) was added and the hydrazone filtered and washed with ether. The hydrazone was obtained as a white powder (24.0 parts; 83% theory) mp 184°-6° C. Reactants: [Cr](=O)(=O)([O-])Cl.[NH+]1=CC=CC=C1 (pyridinium chlorochromate), OCC1=C(C(=C2C(OCC2=C1C)=O)OS(=O)(=O)C1=CC=C(C=C1)C)C/C=C(/CCC(=O)OC)\C (Methyl (E) 6-(1,3-dihydro-6-hydroxymethyl-7-methyl-3-oxo-4-p-toluenesulfonyloxyisobenzofuran-5-yl)-4-methyl-4-hexenoate), O (water). Run in ClCCl (dichloromethane). The product is C(=O)C1=C(C(=C2C(OCC2=C1C)=O)OS(=O)(=O)C1=CC=C(C=C1)C)C/C=C(/CCC(=O)OC)\C (methyl (E) 6-(1,3-dihydro-6-formyl-7-methyl-3-oxo-4-p-toluenesulfonyloxyisobenzofuran-5-yl)-4-methyl-4-hexenoate). Reaction SMILES: [OH:1][CH2:2][C:3]1[C:11]([CH3:12])=[C:10]2[C:6]([C:7](=[O:13])[O:8][CH2:9]2)=[C:5]([O:14][S:15]([C:18]2[CH:23]=[CH:22][C:21]([CH3:24])=[CH:20][CH:19]=2)(=[O:17])=[O:16])[C:4]=1[CH2:25]/[CH:26]=[C:27](\[CH3:34])/[CH2:28][CH2:29][C:30]([O:32][CH3:33])=[O:31].[Cr](Cl)([O-])(=O)=O.[NH+]1C=CC=CC=1.O>ClCCl>[CH:2]([C:3]1[C:11]([CH3:12])=[C:10]2[C:6]([C:7](=[O:13])[O:8][CH2:9]2)=[C:5]([O:14][S:15]([C:18]2[CH:23]=[CH:22][C:21]([CH3:24])=[CH:20][CH:19]=2)(=[O:17])=[O:16])[C:4]=1[CH2:25]/[CH:26]=[C:27](\[CH3:34])/[CH2:28][CH2:29][C:30]([O:32][CH3:33])=[O:31])=[O:1] |f:1.2|. Procedure: Methyl (E) 6-(1,3-dihydro-6-hydroxymethyl-7-methyl-3-oxo-4-p-toluenesulfonyloxyisobenzofuran-5-yl)-4-methyl-4-hexenoate (0.2 g) is dissolved in dichloromethane (10 ml) and pyridinium chlorochromate (0.15 g) is added. After one hour water (25 ml) is added. The organic solution is dried and evaporated and the residue is chromatographed on silica gel, eluting with hexane:ethyl acetate, to afford methyl (E) 6-(1,3-dihydro-6-formyl-7-methyl-3-oxo-4-p-toluenesulfonyloxyisobenzofuran-5-yl)-4-methyl-4-h... Reactants: CS(=O)(=O)Cl, CCN(C(C)C)C(C)C, O=C(NCc1cccc(Cl)c1)c1c(OCc2ccccc2)c(=O)c(Br)cn1CCO, Cl, C1CCOC1. Yields the product O=C1c2c(OCc3ccccc3)c(=O)c(Br)cn2CCN1Cc1cccc(Cl)c1. RXN SMILES: [CH3:40][S:41](=[O:42])(=[O:43])[Cl:44].[CH:31]([N:32]([CH2:33][CH3:34])[CH:35]([CH3:36])[CH3:37])([CH3:38])[CH3:39].[Cl:1][c:2]1[cH:3][c:4]([CH2:5][NH:6][C:7](=[O:8])[c:9]2[n:10]([CH2:25][CH2:26][OH:27])[cH:11][c:12]([Br:24])[c:13](=[O:23])[c:14]2[O:15][CH2:16][c:17]2[cH:18][cH:19][cH:20][cH:21][cH:22]2)[cH:28][cH:29][cH:30]1.[ClH:45].[O:46]1[CH2:47][CH2:48][CH2:49][CH2:50]1>>[Cl:1][c:2]1[cH:3][c:4]([CH2:5][N:6]2[C:7](=[O:8])[c:9]3[n:10]([cH:11][c:12]([Br:24])[c:13](=[O:23])[c:14]3[O:15][CH2:16][c:17]3[cH:18][cH:19][cH:20][cH:21][cH:22]3)[CH2:25][CH2:26]2)[cH:28][cH:29][cH:30]1. Starting materials: C(C)(=O)[O-].[Na+] (Sodium acetate), Cl.NO (hydroxylamine hydrochloride), ClC=1C=CC(=NC1)CC(=O)C1=CC=C(C=C1)F (2-(5-chloropyridin-2-yl)-1-(4-fluorophenyl)ethanone). Run in O (water), CO (methanol). Product: ClC=1C=CC(=NC1)CC(=NO)C1=CC=C(C=C1)F (2-(5-Chloropyridin-2-yl)-1-(4-fluorophenyl)ethanone Oxime). Yield: 98.9%. As a reaction SMILES: C([O-])(=O)C.[Na+].Cl.[NH2:7][OH:8].[Cl:9][C:10]1[CH:11]=[CH:12][C:13]([CH2:16][C:17]([C:19]2[CH:24]=[CH:23][C:22]([F:25])=[CH:21][CH:20]=2)=O)=[N:14][CH:15]=1>O.CO>[Cl:9][C:10]1[CH:11]=[CH:12][C:13]([CH2:16][C:17]([C:19]2[CH:24]=[CH:23][C:22]([F:25])=[CH:21][CH:20]=2)=[N:7][OH:8])=[N:14][CH:15]=1 |f:0.1,2.3|. Procedure details: Sodium acetate (6.47 g) and hydroxylamine hydrochloride (5.74 g) were dissolved in water (45 ml) and added to a solution of 2-(5-chloropyridin-2-yl)-1-(4-fluorophenyl)ethanone (3.39 g, 13.6 mmol) in methanol (200 ml). After heating at reflux for 2 h, the cooled reaction mixture was partitioned between water and ethyl acetate and the organic phase dried and concentrated to give the title compound as a yellow solid (3.56 g, 98%). NMR (CDCl3) δ 4.35 (2H, s, CH2); 7.02 (2H, t, 8 Hz, arom); 7.25 (1H,... Starting materials: Nc1nc(C(=NOC(c2ccccc2)(c2ccccc2)c2ccccc2)C(=O)NC2C(=O)N3C(C(=O)OC(c4ccccc4)c4ccccc4)=C(OS(=O)(=O)C(F)(F)F)CCC23)ns1, Nc1nnc(S)s1. The product is Nc1nc(C(=NOC(c2ccccc2)(c2ccccc2)c2ccccc2)C(=O)NC2C(=O)N3C(C(=O)OC(c4ccccc4)c4ccccc4)=C(Sc4nnc(N)s4)CCC23)ns1. As a reaction SMILES: [NH2:1][c:2]1[n:3][c:4]([C:7]([C:8](=[O:9])[NH:10][CH:11]2[CH:12]3[CH2:13][CH2:14][C:15]([O:36][S:37]([C:38]([F:39])([F:40])[F:41])(=[O:42])=[O:43])=[C:16]([C:20](=[O:21])[O:22][CH:23]([c:24]4[cH:25][cH:26][cH:27][cH:28][cH:29]4)[c:30]4[cH:31][cH:32][cH:33][cH:34][cH:35]4)[N:17]3[C:18]2=[O:19])=[N:44][O:45][C:46]([c:47]2[cH:48][cH:49][cH:50][cH:51][cH:52]2)([c:53]2[cH:54][cH:55][cH:56][cH:57][cH:58]2)[c:59]2[cH:60][cH:61][cH:62][cH:63][cH:64]2)[n:5][s:6]1.[NH2:65][c:66]1[n:67][n:68][c:69]([SH:71])[s:70]1>>[NH2:1][c:2]1[n:3][c:4]([C:7]([C:8](=[O:9])[NH:10][CH:11]2[CH:12]3[CH2:13][CH2:14][C:15]([S:71][c:69]4[n:68][n:67][c:66]([NH2:65])[s:70]4)=[C:16]([C:20](=[O:21])[O:22][CH:23]([c:24]4[cH:25][cH:26][cH:27][cH:28][cH:29]4)[c:30]4[cH:31][cH:32][cH:33][cH:34][cH:35]4)[N:17]3[C:18]2=[O:19])=[N:44][O:45][C:46]([c:47]2[cH:48][cH:49][cH:50][cH:51][cH:52]2)([c:53]2[cH:54][cH:55][cH:56][cH:57][cH:58]2)[c:59]2[cH:60][cH:61][cH:62][cH:63][cH:64]2)[n:5][s:6]1. The reactants are NC1=C(C=C(C=N1)C1=CC=C(C(=O)O)C=C1)C(NC1=CC=NC=C1)=O (4-[6-amino-5-(pyridin-4-ylcarbamoyl)-pyridin-3-yl]-benzoic acid), C(C)NCC (diethyl amine). The product is NC1=C(C(=O)NC2=CC=NC=C2)C=C(C=N1)C1=CC=C(C=C1)C(N(CC)CC)=O (2-Amino-5-(4-diethylcarbamoyl-phenyl)-N-pyridin-4-yl-nicotinamide). RXN SMILES: [NH2:1][C:2]1[N:7]=[CH:6][C:5]([C:8]2[CH:16]=[CH:15][C:11]([C:12]([OH:14])=O)=[CH:10][CH:9]=2)=[CH:4][C:3]=1[C:17](=[O:25])[NH:18][C:19]1[CH:24]=[CH:23][N:22]=[CH:21][CH:20]=1.[CH2:26]([NH:28][CH2:29][CH3:30])[CH3:27]>>[NH2:1][C:2]1[N:7]=[CH:6][C:5]([C:8]2[CH:16]=[CH:15][C:11]([C:12](=[O:14])[N:28]([CH2:29][CH3:30])[CH2:26][CH3:27])=[CH:10][CH:9]=2)=[CH:4][C:3]=1[C:17]([NH:18][C:19]1[CH:24]=[CH:23][N:22]=[CH:21][CH:20]=1)=[O:25]. Reported procedure: Reaction of 4-[6-amino-5-(pyridin-4-ylcarbamoyl)-pyridin-3-yl]-benzoic acid with diethyl amine gives “A87”; method 1: HPLC/MS: 1.36 min, [M+H]=390; Reactants: CCOc1ccc(N)cc1, Cc1ccc(C)c(Cl)c1. Yields the product CCOc1ccc(Nc2cc(C)ccc2C)cc1. As a reaction SMILES: [CH2:10]([CH3:11])[O:12][c:13]1[cH:14][cH:15][c:16]([NH2:17])[cH:18][cH:19]1.[Cl:1][c:2]1[c:3]([CH3:9])[cH:4][cH:5][c:6]([CH3:8])[cH:7]1>>[c:2]1([NH:17][c:16]2[cH:15][cH:14][c:13]([O:12][CH2:10][CH3:11])[cH:19][cH:18]2)[c:3]([CH3:9])[cH:4][cH:5][c:6]([CH3:8])[cH:7]1.